Task: describe an organic reaction: reactants, conditions, products, and yield. Dataset: the Open Reaction Database (ORD), a public repository of structured organic reaction records As a reaction SMILES: [CH3:1][O:2][c:3]1[cH:4][c:5]([C:9]23[CH2:10][C:11](=[O:20])[NH:12][C:13](=[O:19])[CH:14]2[CH2:15][CH2:16][CH2:17][CH2:18]3)[cH:6][cH:7][cH:8]1.[CH3:23][C:24](=[CH:25][CH2:26][Br:27])[CH3:28].[CH3:30][N:31]([CH3:32])[CH:33]=[O:34].[H-:21].[Na+:22].[OH2:29]>>[CH3:1][O:2][c:3]1[cH:4][c:5]([C:9]23[CH2:10][C:11](=[O:20])[N:12]([CH2:26][CH:25]=[C:24]([CH3:23])[CH3:28])[C:13](=[O:19])[CH:14]2[CH2:15][CH2:16][CH2:17][CH2:18]3)[cH:6][cH:7][cH:8]1. The product is COc1cccc(C23CCCCC2C(=O)N(CC=C(C)C)C(=O)C3)c1. Starting materials: COc1cccc(C23CCCCC2C(=O)NC(=O)C3)c1, CC(C)=CCBr, CN(C)C=O, [H-], [Na+], O. Reactants: CCN=C=NCCCN(C)C, COC(=O)CCN, CCN(C(C)C)C(C)C, O=C(O)c1ccc(N(Cc2ccc3c(c2)Cc2ccccc2-3)c2nc(-c3ccc(Cl)cc3)cs2)cc1, ClCCl, Cl, Cl, CN(C)C=O, On1nnc2ccccc21. Product: COC(=O)CCNC(=O)c1ccc(N(Cc2ccc3c(c2)Cc2ccccc2-3)c2nc(-c3ccc(Cl)cc3)cs2)cc1. As a reaction SMILES: [CH2:48]([N:49]=[C:50]=[N:51][CH2:52][CH2:53][CH2:54][N:55]([CH3:56])[CH3:57])[CH3:58].[CH3:60][O:61][C:62]([CH2:63][CH2:64][NH2:65])=[O:66].[CH:67]([N:68]([CH2:69][CH3:70])[CH:71]([CH3:72])[CH3:73])([CH3:74])[CH3:75].[Cl:1][c:2]1[cH:3][cH:4][c:5](-[c:8]2[n:9][c:10]([N:13]([c:14]3[cH:15][cH:16][c:17]([C:18](=[O:19])[OH:20])[cH:21][cH:22]3)[CH2:23][c:24]3[cH:25][c:26]4[c:34]([cH:35][cH:36]3)-[c:33]3[c:28]([cH:29][cH:30][cH:31][cH:32]3)[CH2:27]4)[s:11][cH:12]2)[cH:6][cH:7]1.[Cl:76][CH2:77][Cl:78].[ClH:47].[ClH:59].[O:79]=[CH:80][N:81]([CH3:82])[CH3:83].[OH:37][n:38]1[c:39]2[c:40]([cH:41][cH:42][cH:43][cH:44]2)[n:45][n:46]1>>[Cl:1][c:2]1[cH:3][cH:4][c:5](-[c:8]2[n:9][c:10]([N:13]([c:14]3[cH:15][cH:16][c:17]([C:18](=[O:20])[NH:65][CH2:64][CH2:63][C:62]([O:61][CH3:60])=[O:66])[cH:21][cH:22]3)[CH2:23][c:24]3[cH:25][c:26]4[c:34]([cH:35][cH:36]3)-[c:33]3[c:28]([cH:29][cH:30][cH:31][cH:32]3)[CH2:27]4)[s:11][cH:12]2)[cH:6][cH:7]1. Reactants: ClC1=NC=C(C=C1Cl)SC(C)C (2,3-dichloro-5-isopropylthiopyridine), ClC1=CC(=CC=C1)C(=O)OO (m-chloroperbenzoic acid). Solvent: C(Cl)Cl (methylene chloride). Product: ClC1=NC=C(C=C1Cl)S(=O)C(C)C (2,3-Dichloro-5-isopropylsulfinylpyridine). The yield is 16.0%. Reaction SMILES: [Cl:1][C:2]1[C:7]([Cl:8])=[CH:6][C:5]([S:9][CH:10]([CH3:12])[CH3:11])=[CH:4][N:3]=1.ClC1C=CC=C(C(OO)=[O:21])C=1>C(Cl)Cl>[Cl:1][C:2]1[C:7]([Cl:8])=[CH:6][C:5]([S:9]([CH:10]([CH3:12])[CH3:11])=[O:21])=[CH:4][N:3]=1. Reported procedure: 10 g (0.045 mol) of 2,3-dichloro-5-isopropylthiopyridine (as crude product) were reacted with 7.8 g (0.045 mol) of m-chloroperbenzoic acid in 60 ml of methylene chloride by a method similar to Example 1, Precursor β. After the crude product had been purified by means of flash chromatography on silica gel (eluent: cyclohexane/ethyl acetate 1:1), 1.7 g of product of value were obtained. Yield: 16%; m.p.: 62-64° C.; 1H-NMR (in d6 dimethyl sulfoxide): δ [ppm]=1.0 and 1.25 (2×d, 2×CH3); 3.2 (m, CH); ... Reaction conditions: temperature 0 celsius. Starting materials: NC(C(=O)O)(C)C (2-Amino-2-methyl-propionic acid), C(C)O (ethanol), S(=O)(Cl)Cl (Thionyl chloride). Product: C(C)OC(C(C)(C)N)=O (2-amino-2-methyl-propionic acid ethyl ester). Yield: 63.0%. Reaction SMILES: [NH2:1][C:2]([CH3:7])([CH3:6])[C:3]([OH:5])=[O:4].S(Cl)(Cl)=O.[CH2:12](O)[CH3:13]>>[CH2:12]([O:4][C:3](=[O:5])[C:2]([NH2:1])([CH3:7])[CH3:6])[CH3:13]. Procedure details: 2-Amino-2-methyl-propionic acid (1.0 g, 9.69 mmol) was dissolved in ethanol (15 ml) and cooled to 0° C. Thionyl chloride (1.7 g, 14.53 mmol, 1.5 eq) was added to the reaction mixture, which was then heated to reflux overnight. The solvent was evaporated and the residue was partitioned between water and ethyl acetate. The organic layer was concentrated and dried to give 2-amino-2-methyl-propionic acid ethyl ester (0.8 g, 63%). The crude compound was used in the next stage without purification.